From a dataset of the Open Reaction Database (ORD), a public repository of structured organic reaction records. describe an organic reaction: reactants, conditions, products, and yield Starting materials: CI, CN(C)C=O, [H-], O=C(Nc1cc(C(F)(F)F)ccc1N1CCCCC1)c1ccncc1, [Na+], O. As a reaction SMILES: [CH3:33][I:34].[CH3:3][N:4]([CH3:5])[CH:6]=[O:7].[H-:1].[N:8]1([c:14]2[c:15]([NH:24][C:25]([c:26]3[cH:27][cH:28][n:29][cH:30][cH:31]3)=[O:32])[cH:16][c:17]([C:20]([F:21])([F:22])[F:23])[cH:18][cH:19]2)[CH2:9][CH2:10][CH2:11][CH2:12][CH2:13]1.[Na+:2].[OH2:35]>>[CH3:3][N:24]([c:15]1[c:14]([N:8]2[CH2:9][CH2:10][CH2:11][CH2:12][CH2:13]2)[cH:19][cH:18][c:17]([C:20]([F:21])([F:22])[F:23])[cH:16]1)[C:25]([c:26]1[cH:27][cH:28][n:29][cH:30][cH:31]1)=[O:32]. Product: CN(C(=O)c1ccncc1)c1cc(C(F)(F)F)ccc1N1CCCCC1.